Dataset: the Open Reaction Database (ORD), a public repository of structured organic reaction records. Task: describe an organic reaction: reactants, conditions, products, and yield Starting materials: CC1=CC=C(C=C1)C1=CCC(C2=CC=C(C=C12)Br)(C)C (3,4-dihydro-1-(4-methylphenyl)-4,4-dimethyl-7-bromonaphthalene), [Mg] (magnesium), Three, BrC=1C=C2C=CC(=CC2=CC1)C(=O)OCC (ethyl 6-bromo-2-naphthalinecarboxylate), BrC=1C=C2C=CC(=CC2=CC1)C(=O)OCC (ethyl 6-bromo-2-naphthalinecarboxylate), C1=CC=C(C=C1)P(C2=CC=CC=C2)C3=CC=CC=C3 (PPh3), solution, [H-].C(C(C)C)[Al+]CC(C)C (diisobutylaluminum hydride), hexanes, Grignard reagent. The reagents and catalysts are C=1C=CC(=CC1)[P](C=2C=CC=CC2)(C=3C=CC=CC3)[Ni]([P](C=4C=CC=CC4)(C=5C=CC=CC5)C=6C=CC=CC6)([P](C=7C=CC=CC7)(C=8C=CC=CC8)C=9C=CC=CC9)[P](C=1C=CC=CC1)(C=1C=CC=CC1)C=1C=CC=CC1 (Ni(PPh3)4), [Cl-].[Zn+2].[Cl-] (zinc chloride), C(CBr)Br (ethylene dibromide), Cl[Ni]([P](C1=CC=CC=C1)(C2=CC=CC=C2)C3=CC=CC=C3)([P](C4=CC=CC=C4)(C5=CC=CC=C5)C6=CC=CC=C6)Cl (NiCl2(PPh3)2), C=1C=CC(=CC1)[P](C=2C=CC=CC2)(C=3C=CC=CC3)[Ni]([P](C=4C=CC=CC4)(C=5C=CC=CC5)C=6C=CC=CC6)([P](C=7C=CC=CC7)(C=8C=CC=CC8)C=9C=CC=CC9)[P](C=1C=CC=CC1)(C=1C=CC=CC1)C=1C=CC=CC1 (Ni(PPh3)4). Run in C1CCOC1 (THF), C1CCOC1 (THF), C1CCOC1 (THF), C1CCOC1 (THF), C1CCOC1 (THF), C1CCOC1 (THF). Reaction conditions: time 15 minute. Yields the product CC1(C=2C=CC(=CC2C(=CC1)C1=CC=C(C=C1)C)C1=CC2=CC=C(C=C2C=C1)C(=O)OCC)C (Ethyl 5′,6′-dihydro-5′,5′-dimethyl-8′-(4-methylphenyl)-[2,2′-binaphthalene]-6-carboxylate). As a reaction SMILES: [CH3:1][C:2]1[CH:7]=[CH:6][C:5]([C:8]2[C:17]3[C:12](=[CH:13][CH:14]=[C:15](Br)[CH:16]=3)[C:11]([CH3:20])([CH3:19])[CH2:10][CH:9]=2)=[CH:4][CH:3]=1.[Mg].Br[C:23]1[CH:24]=[C:25]2[C:30](=[CH:31][CH:32]=1)[CH:29]=[C:28]([C:33]([O:35][CH2:36][CH3:37])=[O:34])[CH:27]=[CH:26]2.C1C=CC(P(C2C=CC=CC=2)C2C=CC=CC=2)=CC=1.[H-].C([Al+]CC(C)C)C(C)C>C(Br)CBr.C1COCC1.[Cl-].[Zn+2].[Cl-].C1C=CC([P]([Ni]([P](C2C=CC=CC=2)(C2C=CC=CC=2)C2C=CC=CC=2)([P](C2C=CC=CC=2)(C2C=CC=CC=2)C2C=CC=CC=2)[P](C2C=CC=CC=2)(C2C=CC=CC=2)C2C=CC=CC=2)(C2C=CC=CC=2)C2C=CC=CC=2)=CC=1.Cl[Ni](Cl)([P](C1C=CC=CC=1)(C1C=CC=CC=1)C1C=CC=CC=1)[P](C1C=CC=CC=1)(C1C=CC=CC=1)C1C=CC=CC=1>[CH3:19][C:11]1([CH3:20])[CH2:10][CH:9]=[C:8]([C:5]2[CH:4]=[CH:3][C:2]([CH3:1])=[CH:7][CH:6]=2)[C:17]2[CH:16]=[C:15]([C:23]3[CH:32]=[CH:31][C:30]4[C:25](=[CH:26][CH:27]=[C:28]([C:33]([O:35][CH2:36][CH3:37])=[O:34])[CH:29]=4)[CH:24]=3)[CH:14]=[CH:13][C:12]1=2 |f:4.5,8.9.10,^1:82,84,103,122,158,177|. Procedure: A solution of 3,4-dihydro-1-(4-methylphenyl)-4,4-dimethyl-7-bromonaphthalene Compound D) 0.45 g, 1.40 mmol) and THF (2.1 ml) was added to magnesium turnings (0.044 g, 1.82 mmol) at room temperature under argon. Two drops of ethylene dibromide were added, and the solution, which slowly became cloudy and yellow, was heated to reflux for 1.5 hours. In a second flask was added zinc chloride (0.210 g, 1.54 mmol), which was melted under high vacuum, cooled to room temperature and dissolved in THF (3 m... The reactants are C(C1=CC=CC=C1)OC1=C(C(=O)NC2=C(C(=O)OC(C)(C)C)C=CC(=C2)C2=CC=CC=C2)C=CC(=C1)C=1C=NC=CC1 (tert-butyl 2-(2-(benzyloxy)-4-(pyridin-3-yl)benzamido)-4-phenylbenzoate), C(C)(=O)OCC (ethyl acetate). The reagents and catalysts are [C].[Pd] (palladium-carbon). The solvent is CO (methanol), O1CCOCC1 (dioxane). Reaction conditions: time 2 hour. Product: OC1=C(C(=O)NC2=C(C(=O)OC(C)(C)C)C=CC(=C2)C2=CC=CC=C2)C=CC(=C1)C=1C=NC=CC1 (tert-butyl 2-(2-hydroxy-4-(pyridin-3-yl)benzamido)-4-phenylbenzoate). The yield is 70.7%. Reaction SMILES: C([O:8][C:9]1[CH:36]=[C:35]([C:37]2[CH:38]=[N:39][CH:40]=[CH:41][CH:42]=2)[CH:34]=[CH:33][C:10]=1[C:11]([NH:13][C:14]1[CH:26]=[C:25]([C:27]2[CH:32]=[CH:31][CH:30]=[CH:29][CH:28]=2)[CH:24]=[CH:23][C:15]=1[C:16]([O:18][C:19]([CH3:22])([CH3:21])[CH3:20])=[O:17])=[O:12])C1C=CC=CC=1.C(OCC)(=O)C>CO.O1CCOCC1.[C].[Pd]>[OH:8][C:9]1[CH:36]=[C:35]([C:37]2[CH:38]=[N:39][CH:40]=[CH:41][CH:42]=2)[CH:34]=[CH:33][C:10]=1[C:11]([NH:13][C:14]1[CH:26]=[C:25]([C:27]2[CH:32]=[CH:31][CH:30]=[CH:29][CH:28]=2)[CH:24]=[CH:23][C:15]=1[C:16]([O:18][C:19]([CH3:22])([CH3:21])[CH3:20])=[O:17])=[O:12] |f:4.5|. Procedure: To a solution mixture of the obtained tert-butyl 2-(2-(benzyloxy)-4-(pyridin-3-yl)benzamido)-4-phenylbenzoate (0.13 g) in methanol (2 mL), dioxane (4 mL), and ethyl acetate (4 mL), 10% palladium-carbon (63 mg) was added, followed by stirring under a hydrogen atmosphere at room temperature for 2 hours. The insoluble substance was removed by filtration, and the solvent was evaporated under reduced pressure. The obtained residue was purified by silica gel column chromatography [Fuji Silysia Chemica... Isolated yield 81.6%. Reactants: OC=1C=C(C=CC1)C(C)=O (3′-Hydroxyacetophenone), Cl.[N+](=O)([O-])C1=CC=C(CON)C=C1 (O-(4-Nitrobenzyl)hydroxylamine Hydrochloride). The product is [N+](=O)([O-])C1=CC=C(CO\N=C(/C)\C2=CC(=CC=C2)O)C=C1 ((E)-3′-Hydroxyacetophenone O-4-Nitrobenzyl Oxime). Procedure details: 3′-Hydroxyacetophenone (24) (150 mg, 1.10 mmol) was condensed with compound 19 (248 mg, 1.21 mmol) according to the general procedure II-A defined above. After being heated for 3 h the reaction mixture was cooled and the solvent removed under reduced pressure. The resulting solid was filtered off and washed with cold isopropanol (3.0 mL) to afford the title compound CP30260 (257 mg, 82%) as a white solid, m.p. 123.6-125.3° C. As a reaction SMILES: [OH:1][C:2]1[CH:3]=[C:4]([C:8](=O)[CH3:9])[CH:5]=[CH:6][CH:7]=1.Cl.[N+:12]([C:15]1[CH:23]=[CH:22][C:18]([CH2:19][O:20][NH2:21])=[CH:17][CH:16]=1)([O-:14])=[O:13]>>[N+:12]([C:15]1[CH:16]=[CH:17][C:18]([CH2:19][O:20]/[N:21]=[C:8](/[C:4]2[CH:5]=[CH:6][CH:7]=[C:2]([OH:1])[CH:3]=2)\[CH3:9])=[CH:22][CH:23]=1)([O-:14])=[O:13] |f:1.2|. The reactants are N#CC=1N=C2C=CC(OC)=CC2=CC1. The reagents and catalysts are N=1C=CC(=CC1C=2N=CC=C(C2)C(C)(C)C)C(C)(C)C, O1B(OC(C)(C)C1(C)C)B2OC(C)(C)C(O2)(C)C, C[OH2+].C[OH2+].C1CC=CCCC=C1.C1CC=CCCC=C1.[Ir].[Ir]. Solvent: O(C)C(C)(C)C. Conditions: temperature 100 celsius, time 1.5 hour. Product: N#CC=1N=C2C=CC(OC)=CC2=C(C1)B3OC(C)(C)C(O3)(C)C. The yield is 83.0%. Reported procedure: - The reactants are C(C1=CC=CC=C1)N1CCN(CC1)C=1C=C(C=C2C=CC=NC12)Br (8-(4-benzyl-piperazin-1-yl)-6-bromo-quinoline), ClCCOC(=O)Cl (chloroethylchloroformate), O (H2O), ClC(=O)OC=C (vinyl chloroformate). Solvent: ClC(C)Cl (dichloroethane). Conditions: temperature 80 celsius, time 8 hour. Yields the product BrC=1C=C2C=CC=NC2=C(C1)N1CCNCC1 (6-Bromo-8-piperazin-1-yl-quinoline). Yield: 83.9%. Reaction SMILES: C([N:8]1[CH2:13][CH2:12][N:11]([C:14]2[CH:15]=[C:16]([Br:24])[CH:17]=[C:18]3[C:23]=2[N:22]=[CH:21][CH:20]=[CH:19]3)[CH2:10][CH2:9]1)C1C=CC=CC=1.ClCCOC(Cl)=O.ClC(OC=C)=O.O>ClC(Cl)C>[Br:24][C:16]1[CH:17]=[C:18]2[C:23](=[C:14]([N:11]3[CH2:12][CH2:13][NH:8][CH2:9][CH2:10]3)[CH:15]=1)[N:22]=[CH:21][CH:20]=[CH:19]2. Procedure: To a solution of 8-(4-benzyl-piperazin-1-yl)-6-bromo-quinoline (1.6 g, 4.2 mmol) in dichloroethane (50 mL) under a N2 atmosphere was added chloroethylchloroformate (1.26 mL, 12.6 mmol) and the reaction mixture was heated at 80° C. for 4 hours, and at ambient temperaure overnight. No reaction was observed by TLC, therefore vinyl chloroformate (0.35 mL, 6.3 mmol) was added and the reaction was heated at 80° C. for another 4 hours. The cooled reaction was poured into H2O and extracted into CH2Cl2 (...